This data is from the Open Reaction Database (ORD), a public repository of structured organic reaction records. The task is: describe an organic reaction: reactants, conditions, products, and yield Starting materials: [NH4+].[Cl-] (NH4Cl), F[B-](F)(F)F.N1(N=NC2=C1C=CC=C2)OC(=[N+](C)C)N(C)C (O-Benzotriazol-1-yl-N,N,N′,N′,-tetramethyluronium tetrafluoroborate), C(C)(C)N (Isopropyl amine), C(C)N(C(C)C)C(C)C ((i-Pr)2EtN), ClC=1C=C(C=C(C1)Cl)N1C([C@](N2C1=NC=C2S(=O)(=O)N2[C@@H](CC2)C(=O)O)(CC2=CC=C(C=C2)C=2C=NC=NC2)C)=O ((S)-1-[(R)-7-(3,5-dichloro-phenyl)-5-methyl-6-oxo-5-(4-pyrimidin-5-yl-benzyl)-6,7-dihydro-5H-imidazo[1,2-α]imidazole-3-sulfonyl]-azetidine-2-carboxylic acid). The solvent is C(Cl)Cl (CH2Cl2), C(Cl)Cl (CH2Cl2). Reaction conditions: time 18 hour. Yields the product C(C)(C)NC(=O)[C@H]1N(CC1)S(=O)(=O)C1=CN=C2N1[C@@](C(N2C2=CC(=CC(=C2)Cl)Cl)=O)(CC2=CC=C(C=C2)C=2C=NC=NC2)C ((S)-1-[(R)-7-(3,5-Dichloro-phenyl)-5-methyl-6-oxo-5-(4-pyrimidin-5-yl-benzyl)-6,7-dihydro-5H-imidazo[1,2-α]imidazole-3-sulfonyl]-azetidine-2-carboxylic acid isopropylamide). As a reaction SMILES: F[B-](F)(F)F.[N:6]1(OC(N(C)C)=[N+](C)C)[C:10]2[CH:11]=CC=C[C:9]=2N=N1.C(N(C(C)C)C(C)C)C.[Cl:32][C:33]1[CH:34]=[C:35]([N:40]2[C:44]3=[N:45][CH:46]=[C:47]([S:48]([N:51]4[CH2:54][CH2:53][C@H:52]4[C:55](O)=[O:56])(=[O:50])=[O:49])[N:43]3[C@:42]([CH3:71])([CH2:58][C:59]3[CH:64]=[CH:63][C:62]([C:65]4[CH:66]=[N:67][CH:68]=[N:69][CH:70]=4)=[CH:61][CH:60]=3)[C:41]2=[O:72])[CH:36]=[C:37]([Cl:39])[CH:38]=1.C(N)(C)C.[NH4+].[Cl-]>C(Cl)Cl>[CH:10]([NH:6][C:55]([C@@H:52]1[CH2:53][CH2:54][N:51]1[S:48]([C:47]1[N:43]2[C@:42]([CH3:71])([CH2:58][C:59]3[CH:64]=[CH:63][C:62]([C:65]4[CH:70]=[N:69][CH:68]=[N:67][CH:66]=4)=[CH:61][CH:60]=3)[C:41](=[O:72])[N:40]([C:35]3[CH:34]=[C:33]([Cl:32])[CH:38]=[C:37]([Cl:39])[CH:36]=3)[C:44]2=[N:45][CH:46]=1)(=[O:50])=[O:49])=[O:56])([CH3:11])[CH3:9] |f:0.1,5.6|. Procedure details: O-Benzotriazol-1-yl-N,N,N′,N′,-tetramethyluronium tetrafluoroborate (0.016 g), (i-Pr)2EtN (0.013 mL) and (S)-1-[(R)-7-(3,5-dichloro-phenyl)-5-methyl-6-oxo-5-(4-pyrimidin-5-yl-benzyl)-6,7-dihydro-5H-imidazo[1,2-α]imidazole-3-sulfonyl]-azetidine-2-carboxylic acid (0.023 g, 0.04 mmol) were combined in CH2Cl2 (2 mL) at room temperature. Isopropyl amine (0.0064 mL) was then added and the reaction was stirred for 18 h. The reaction was diluted with CH2Cl2 and poured into saturated aqueous NH4Cl. Reactants: FC1=NC=CC=C1C1CCOCC1 (2-fluoro-3-(tetrahydro-2H-pyran-4-yl)pyridine), S1C(=NC2=C1C=CC=C2)NC2=CC=C(C=C2)O (4-(benzo[d]thiazol-2-ylamino)phenol), C([O-])([O-])=O.[Cs+].[Cs+] (cesium carbonate). The solvent is CN1C(CCC1)=O (N-Methyl-2-pyrrolidinone). Conditions: temperature 180 celsius. The product is O1CCC(CC1)C=1C(=NC=CC1)OC1=CC=C(C=C1)NC=1SC2=C(N1)C=CC=C2 (N-(4-(3-(tetrahydro-2H-pyran-4-yl)pyridin-2-yloxy)phenyl)benzo[d]thiazol-2-amine). Reaction SMILES: F[C:2]1[C:7]([CH:8]2[CH2:13][CH2:12][O:11][CH2:10][CH2:9]2)=[CH:6][CH:5]=[CH:4][N:3]=1.[S:14]1[C:18]2[CH:19]=[CH:20][CH:21]=[CH:22][C:17]=2[N:16]=[C:15]1[NH:23][C:24]1[CH:29]=[CH:28][C:27]([OH:30])=[CH:26][CH:25]=1.C(=O)([O-])[O-].[Cs+].[Cs+]>CN1CCCC1=O>[O:11]1[CH2:12][CH2:13][CH:8]([C:7]2[C:2]([O:30][C:27]3[CH:26]=[CH:25][C:24]([NH:23][C:15]4[S:14][C:18]5[CH:19]=[CH:20][CH:21]=[CH:22][C:17]=5[N:16]=4)=[CH:29][CH:28]=3)=[N:3][CH:4]=[CH:5][CH:6]=2)[CH2:9][CH2:10]1 |f:2.3.4|. Procedure details: A glass microwave reaction vessel was charged with 2-fluoro-3-(tetrahydro-2H-pyran-4-yl)pyridine (0.3904 g, 2.154 mmol), 4-(benzo[d]thiazol-2-ylamino)phenol (0.783 g, 3.23 mmol), and cesium carbonate (2.106 g, 6.46 mmol) in N-Methyl-2-pyrrolidinone (7.18 mL). The reaction mixture was stirred and heated in a Biotage Initiator microwave reactor at 180° C. for 30 min. Reaction was worked up via seperatory funnel. The crude product was purified by reverse-phase preparative HPLC using a Phenomenex Sy... The reactants are ClC1=C(C(=NC2=CC(=CC=C12)I)C)CCCl (4-chloro-3-(2-chloroethyl)-7-iodo-2-methylquinoline), NC(CC)CC (3-aminopentane). Yields the product C(C)C(CC)N1CCC=2C(=NC=3C=C(C=CC3C21)I)C2=C(C=C(C=C2C)C)C (1-(1-Ethylpropyl)-7-iodo-4-mesityl-2,3-dihydro-1H-pyrrolo[3,2-c]quinoline). RXN SMILES: Cl[C:2]1[C:11]2[C:6](=[CH:7][C:8]([I:12])=[CH:9][CH:10]=2)[N:5]=[C:4]([CH3:13])[C:3]=1[CH2:14][CH2:15]Cl.[NH2:17][CH:18]([CH2:21][CH3:22])[CH2:19][CH3:20]>>[CH2:19]([CH:18]([N:17]1[C:2]2[C:11]3[CH:10]=[CH:9][C:8]([I:12])=[CH:7][C:6]=3[N:5]=[C:4]([C:13]3[C:3]([CH3:4])=[CH:2][C:11]([CH3:6])=[CH:10][C:9]=3[CH3:8])[C:3]=2[CH2:14][CH2:15]1)[CH2:21][CH3:22])[CH3:20]. Procedure details: A solution of 4-chloro-3-(2-chloroethyl)-7-iodo-2-methylquinoline (300 mg, 0.82 mmol) in 3-aminopentane (10.0 mL) was stirred at 200° C. for eight hours in a sealed tube. The mixture was evaporated, and the residue was purified by silica gel column chromatography (10-70% ethyl acetate/hexane), to give the title compound (39 mg) as a pale yellow oil. The reactants are [H-], COCOCCI, [Na+], CN(C)C=O, O=Cc1ncc[nH]1. Yields the product COCOCCn1ccnc1C=O. RXN SMILES: [H-:15].[I:8][CH2:9][CH2:10][O:11][CH2:12][O:13][CH3:14].[Na+:16].[O:17]=[CH:18][N:19]([CH3:20])[CH3:21].[nH:1]1[c:2]([CH:6]=[O:7])[n:3][cH:4][cH:5]1>>[n:1]1([CH2:9][CH2:10][O:11][CH2:12][O:13][CH3:14])[c:2]([CH:6]=[O:7])[n:3][cH:4][cH:5]1. Starting materials: CS(C)=O, [K+], O=c1[nH]c2cccc([N+](=O)[O-])c2o1, [OH-], O. Yields the product Cn1c(=O)oc2c([N+](=O)[O-])cccc21. As a reaction SMILES: [CH3:16][S:17]([CH3:18])=[O:19].[K+:15].[N+:1](=[O:2])([O-:3])[c:4]1[cH:5][cH:6][cH:7][c:8]2[nH:9][c:10](=[O:13])[o:11][c:12]12.[OH-:14].[OH2:20]>>[N+:1](=[O:2])([O-:3])[c:4]1[cH:5][cH:6][cH:7][c:8]2[n:9]([CH3:16])[c:10](=[O:13])[o:11][c:12]12. The reactants are CC(C)(C)OC(=O)N1CCC2(CC1)CC(=O)C3=CC=CC=C23 (N-boc-1-[4-spiro-piperidine]-3-indanone), FC(C(=O)O)(F)F (trifluoroacetic acid). The product is N1CCC2(CC1)CC(C1=CC=CC=C12)=O (spiro[indene-1,4′-piperidin]-3(2H)-one). RXN SMILES: CC(OC([N:8]1[CH2:13][CH2:12][C:11]2([C:22]3[C:17](=[CH:18][CH:19]=[CH:20][CH:21]=3)[C:15](=[O:16])[CH2:14]2)[CH2:10][CH2:9]1)=O)(C)C.FC(F)(F)C(O)=O>>[NH:8]1[CH2:13][CH2:12][C:11]2([C:22]3[C:17](=[CH:18][CH:19]=[CH:20][CH:21]=3)[C:15](=[O:16])[CH2:14]2)[CH2:10][CH2:9]1. Procedure: N-boc-1-[4-spiro-piperidine]-3-indanone and trifluoroacetic acid were processed according to the method of Example 137D to provide the product. No purification was required. MS (ESI+) m/z 202 (M+H)+. Starting materials: ClCCl, Cl, C1COCCO1, CC(NC(=O)OC(C)(C)C)c1ccc(-c2c(-c3ccccc3)nc3n2-c2cccnc2Nc2ccccc2-3)cc1. Yields the product Cl, CC(N)c1ccc(-c2c(-c3ccccc3)nc3n2-c2cccnc2Nc2ccccc2-3)cc1. RXN SMILES: [Cl:42][CH2:43][Cl:44].[ClH:41].[O:45]1[CH2:46][CH2:47][O:48][CH2:49][CH2:50]1.[c:1]1(-[c:7]2[n:8][c:9]3[n:10]([c:24]2-[c:25]2[cH:26][cH:27][c:28]([CH:31]([CH3:32])[NH:33][C:34](=[O:35])[O:36][C:37]([CH3:38])([CH3:39])[CH3:40])[cH:29][cH:30]2)-[c:11]2[c:12]([n:20][cH:21][cH:22][cH:23]2)[NH:13][c:14]2[c:15]-3[cH:16][cH:17][cH:18][cH:19]2)[cH:2][cH:3][cH:4][cH:5][cH:6]1>>[ClH:41].[c:1]1(-[c:7]2[n:8][c:9]3[n:10]([c:24]2-[c:25]2[cH:26][cH:27][c:28]([CH:31]([CH3:32])[NH2:33])[cH:29][cH:30]2)-[c:11]2[c:12]([n:20][cH:21][cH:22][cH:23]2)[NH:13][c:14]2[c:15]-3[cH:16][cH:17][cH:18][cH:19]2)[cH:2][cH:3][cH:4][cH:5][cH:6]1. The reactants are CS(=O)c1nccc(-c2sc(N)nc2-c2ccccc2)n1, Nc1ccccc1. The product is Nc1nc(-c2ccccc2)c(-c2ccnc(Nc3ccccc3)n2)s1. RXN SMILES: [NH2:1][c:2]1[s:3][c:4](-[c:13]2[n:14][c:15]([S:19]([CH3:20])=[O:21])[n:16][cH:17][cH:18]2)[c:5](-[c:7]2[cH:8][cH:9][cH:10][cH:11][cH:12]2)[n:6]1.[NH2:22][c:23]1[cH:24][cH:25][cH:26][cH:27][cH:28]1>>[NH2:1][c:2]1[s:3][c:4](-[c:13]2[n:14][c:15]([NH:22][c:23]3[cH:24][cH:25][cH:26][cH:27][cH:28]3)[n:16][cH:17][cH:18]2)[c:5](-[c:7]2[cH:8][cH:9][cH:10][cH:11][cH:12]2)[n:6]1. The reactants are N(=O)[O-].[Na+] (sodium nitrite), [I-].[Na+] (sodium iodide), FC1=CC=C(OC2=CC=C(C=C2)N)C=C1 (4-(4-fluorophenoxy)benzenamine), S(O)(O)(=O)=O (sulfuric acid). Solvent: O (water), O (water), COCCOC (ethylene glycol dimethyl ether), O (water). Run at temperature -5 celsius, time 30 minute. Product: FC1=CC=C(C=C1)OC1=CC=C(C=C1)I (1-fluoro-4-(4-iodophenoxy)benzene). The yield is 95.2%. Reaction SMILES: [F:1][C:2]1[CH:15]=[CH:14][C:5]([O:6][C:7]2[CH:12]=[CH:11][C:10](N)=[CH:9][CH:8]=2)=[CH:4][CH:3]=1.S(=O)(=O)(O)O.N([O-])=O.[Na+].[I-:25].[Na+]>COCCOC.O>[F:1][C:2]1[CH:15]=[CH:14][C:5]([O:6][C:7]2[CH:12]=[CH:11][C:10]([I:25])=[CH:9][CH:8]=2)=[CH:4][CH:3]=1 |f:2.3,4.5|. Procedure details: To a stirred solution of 4-(4-fluorophenoxy)benzenamine (3.4 g, 16.73 mmol, 1.00 equiv) in ethylene glycol dimethyl ether (45 mL) was added dropwise a solution of 50% sulfuric acid (7 mL) in water (34 mL) at room temperature. The reaction was cooled to −5° C. and a solution of sodium nitrite (1.73 g, 25.07 mmol, 1.50 equiv) in water (12 mL) was then added dropwise within 30 min. The resulting solution was stirred for 30 min at −5-0° C. then a solution of sodium iodide (12.6 g, 84.00 mmol, 5.02 e...